From a dataset of the Open Reaction Database (ORD), a public repository of structured organic reaction records. describe an organic reaction: reactants, conditions, products, and yield Starting materials: FC1=CC=C(CN2C3=C(C4=C2C(N(C(=C4C4=CC=C(C=C4)C)C(=O)OC)C)=O)COCC3)C=C1 (methyl 5-(4-fluorobenzyl)-7-methyl-6-oxo-9-(p-tolyl)-1,3,4,5,6,7-hexahydropyrano[3′,4′:4,5]pyrrolo[2,3-c]pyridine-8-carboxylate), CO (Methanol), [Li+].[OH-] (LiOH), Cl (HCl). Run in O1CCCC1 (Tetrahydrofuran). Run at temperature 80 celsius, time 18 hour. Yields the product FC1=CC=C(CN2C3=C(C4=C2C(N(C(=C4C4=CC=C(C=C4)C)C(=O)O)C)=O)COCC3)C=C1 (5-(4-fluorobenzyl)-7-methyl-6-oxo-9-(p-tolyl)-1,3,4,5,6,7-hexahydropyrano[3′,4′:4,5]pyrrolo[2,3-c]pyridine-8-carboxylic acid). As a reaction SMILES: [F:1][C:2]1[CH:34]=[CH:33][C:5]([CH2:6][N:7]2[C:11]3[C:12](=[O:28])[N:13]([CH3:27])[C:14]([C:23]([O:25]C)=[O:24])=[C:15]([C:16]4[CH:21]=[CH:20][C:19]([CH3:22])=[CH:18][CH:17]=4)[C:10]=3[C:9]3[CH2:29][O:30][CH2:31][CH2:32][C:8]2=3)=[CH:4][CH:3]=1.CO.[Li+].[OH-].Cl>O1CCCC1>[F:1][C:2]1[CH:3]=[CH:4][C:5]([CH2:6][N:7]2[C:11]3[C:12](=[O:28])[N:13]([CH3:27])[C:14]([C:23]([OH:25])=[O:24])=[C:15]([C:16]4[CH:17]=[CH:18][C:19]([CH3:22])=[CH:20][CH:21]=4)[C:10]=3[C:9]3[CH2:29][O:30][CH2:31][CH2:32][C:8]2=3)=[CH:33][CH:34]=1 |f:2.3|. Procedure: A solution of methyl 5-(4-fluorobenzyl)-7-methyl-6-oxo-9-(p-tolyl)-1,3,4,5,6,7-hexahydropyrano[3′,4′:4,5]pyrrolo[2,3-c]pyridine-8-carboxylate (0.4 g, 0.869 mmol) in Tetrahydrofuran (THF) (2.77 ml)/Methanol (2.77 ml) was treated with 2M LiOH (3.04 ml, 6.08 mmol) and heated to reflux (80° C. bath). After 18 h, the reaction mixture was cooled to ambient temperature and poured into 1M HCl. The layers were partitioned and the organic phase was washed with brine, dried (MgSO4), filtered and concentrat... The reactants are C1(=CC=C(C=C1)C(=O)Cl)C (p-toluic acid chloride), C=CC1=CC=CC=C1 (styrene), C(CC)N(CCC)CCC (tri-n-propylamine). Reagents/catalysts: [Pd](Cl)Cl (palladium chloride). The solvent is ClC1=CC=CC=C1 (chlorobenzene). Product: CC1=CC=C(C=C1)C=CC1=CC=CC=C1 (4-methylstilbene). Yield: 30.0%. RXN SMILES: [C:1]1([CH3:10])[CH:6]=[CH:5][C:4]([C:7](Cl)=O)=[CH:3][CH:2]=1.C=[CH:12][C:13]1[CH:18]=[CH:17][CH:16]=[CH:15][CH:14]=1.C(N(CCC)CCC)CC>ClC1C=CC=CC=1.[Pd](Cl)Cl>[CH3:10][C:1]1[CH:6]=[CH:5][C:4]([CH:7]=[CH:12][C:13]2[CH:18]=[CH:17][CH:16]=[CH:15][CH:14]=2)=[CH:3][CH:2]=1. Reported procedure: The procedure described in Example 1 is followed, except that 15.46 g (0.1 mol) of p-toluic acid chloride, 13.02 g (0.125 mol) of styrene, 14.3 g (0.1 mol) of tri-n-propylamine and 0.177 g (0.001 mol) of palladium chloride are used. After a reaction time of 3 hours at 130° C., in 50 ml of chlorobenzene as the solvent, 5.8 g (0.03 mol) of 4-methylstilbene, corresponding to a yield of 30% of theory, are obtained; melting point 117° C. Procedure: 2-Amino-1-(3-hydroxy-azetidin-1-yl)-3-phenyl-propan-1-one hydrochloride (1.18 mmol) and 5-chloro-1H-indole-2-carboxylic acid (1.18 mmol) were coupled according to Procedure A (4:1 dichloromethane-dimethylformamide reaction solvent) and the product purified by chromatography on silica gel eluted with 25%, 50%, 75% and 100% ethyl acetate-hexanes giving the title substance as a colorless foam (104 mg, 22%). A mixture (180 mg) of less polar products was also isolated. Title substance: Run in ClCCl.CN(C=O)C (dichloromethane dimethylformamide). Reaction SMILES: Cl.[NH2:2][CH:3]([CH2:11][C:12]1[CH:17]=[CH:16][CH:15]=[CH:14][CH:13]=1)[C:4]([N:6]1[CH2:9][CH:8]([OH:10])[CH2:7]1)=[O:5].[Cl:18][C:19]1[CH:20]=[C:21]2[C:25](=[CH:26][CH:27]=1)[NH:24][C:23]([C:28](O)=[O:29])=[CH:22]2>ClCCl.CN(C)C=O>[CH2:11]([C@H:3]([NH:2][C:28]([C:23]1[NH:24][C:25]2[C:21]([CH:22]=1)=[CH:20][C:19]([Cl:18])=[CH:27][CH:26]=2)=[O:29])[C:4]([N:6]1[CH2:7][CH:8]([OH:10])[CH2:9]1)=[O:5])[C:12]1[CH:17]=[CH:16][CH:15]=[CH:14][CH:13]=1 |f:0.1,3.4|. Yield: 38.3%. The reactants are Cl.NC(C(=O)N1CC(C1)O)CC1=CC=CC=C1 (2-Amino-1-(3-hydroxy-azetidin-1-yl)-3-phenyl-propan-1-one hydrochloride), ClC=1C=C2C=C(NC2=CC1)C(=O)O (5-chloro-1H-indole-2-carboxylic acid). The product is C(C1=CC=CC=C1)[C@@H](C(=O)N1CC(C1)O)NC(=O)C=1NC2=CC=C(C=C2C1)Cl (5-Chloro-1H-indole-2-carboxylic acid [(1S)-benzyl-2-(3-hydroxy-azetidin-1-yl)-2-oxo-ethyl]-amide). The reactants are C(C)(=O)N(CCCOCCOCCOCCCNC1=C(C(C1=O)=O)NCCCOCCOCCOCCCNC(CCC(C(=O)O)NC(C1=CC=C(C=C1)NCC=1N=C2C(NC(=NC2=NC1)N)=O)=O)=O)CC(NCCCOCCOCCOCCCNC(OC(C)(C)C)=O)=O (1-({2-[(14-acetyl-34,34-dimethyl-16,32-dioxo-4,7,10,21,24,27,33-heptaoxa-14,17,31-triazapentatriacont-1-yl)amino]-3,4-dioxo-1-cyclobuten-1-yl}amino)-18-[(4-{[(2-amino-4-oxo-3,4-dihydro-6-pteridinyl)methyl]amino}benzoyl)amino]-15-oxo-4,7,10-trioxa-14-azanonadecan-19-oic acid). Solvent: FC(C(=O)O)(F)F (trifluoroacetic acid). Product: C(C)(=O)N(CCCOCCOCCOCCCNC1=C(C(C1=O)=O)NCCCOCCOCCOCCCNC(CCC(C(=O)O)NC(C1=CC=C(C=C1)NCC=1N=C2C(NC(=NC2=NC1)N)=O)=O)=O)CC(NCCCOCCOCCOCCCN)=O (1-({2-[(14-acetyl-30-amino-16-oxo-4,7,10,21,24,27-hexaoxa-14,17-diazatriacont-1-yl)amino]-3,4-dioxo-1-cyclobuten-1-yl}amino)-18-[(4-{[(2-amino-4-oxo-3,4-dihydro-6-pteridinyl)methyl]amino}benzoyl)amino]-15-oxo-4,7,10-trioxa-14-azanonadecan-19-oic acid). RXN SMILES: [C:1]([N:4]([CH2:71][C:72](=[O:95])[NH:73][CH2:74][CH2:75][CH2:76][O:77][CH2:78][CH2:79][O:80][CH2:81][CH2:82][O:83][CH2:84][CH2:85][CH2:86][NH:87]C(=O)OC(C)(C)C)[CH2:5][CH2:6][CH2:7][O:8][CH2:9][CH2:10][O:11][CH2:12][CH2:13][O:14][CH2:15][CH2:16][CH2:17][NH:18][C:19]1[C:22](=[O:23])[C:21](=[O:24])[C:20]=1[NH:25][CH2:26][CH2:27][CH2:28][O:29][CH2:30][CH2:31][O:32][CH2:33][CH2:34][O:35][CH2:36][CH2:37][CH2:38][NH:39][C:40](=[O:70])[CH2:41][CH2:42][CH:43]([NH:47][C:48](=[O:69])[C:49]1[CH:54]=[CH:53][C:52]([NH:55][CH2:56][C:57]2[N:58]=[C:59]3[C:64](=[N:65][CH:66]=2)[N:63]=[C:62]([NH2:67])[NH:61][C:60]3=[O:68])=[CH:51][CH:50]=1)[C:44]([OH:46])=[O:45])(=[O:3])[CH3:2]>FC(F)(F)C(O)=O>[C:1]([N:4]([CH2:71][C:72](=[O:95])[NH:73][CH2:74][CH2:75][CH2:76][O:77][CH2:78][CH2:79][O:80][CH2:81][CH2:82][O:83][CH2:84][CH2:85][CH2:86][NH2:87])[CH2:5][CH2:6][CH2:7][O:8][CH2:9][CH2:10][O:11][CH2:12][CH2:13][O:14][CH2:15][CH2:16][CH2:17][NH:18][C:19]1[C:22](=[O:23])[C:21](=[O:24])[C:20]=1[NH:25][CH2:26][CH2:27][CH2:28][O:29][CH2:30][CH2:31][O:32][CH2:33][CH2:34][O:35][CH2:36][CH2:37][CH2:38][NH:39][C:40](=[O:70])[CH2:41][CH2:42][CH:43]([NH:47][C:48](=[O:69])[C:49]1[CH:54]=[CH:53][C:52]([NH:55][CH2:56][C:57]2[N:58]=[C:59]3[C:64](=[N:65][CH:66]=2)[N:63]=[C:62]([NH2:67])[NH:61][C:60]3=[O:68])=[CH:51][CH:50]=1)[C:44]([OH:46])=[O:45])(=[O:3])[CH3:2]. Reported procedure: 0.2 g of 1-({2-[(14-acetyl-34,34-dimethyl-16,32-dioxo-4,7,10,21,24,27,33-heptaoxa-14,17,31-triazapentatriacont-1-yl)amino]-3,4-dioxo-1-cyclobuten-1-yl}amino)-18-[(4-{[(2-amino-4-oxo-3,4-dihydro-6-pteridinyl)methyl]amino}benzoyl)amino]-15-oxo-4,7,10-trioxa-14-azanonadecan-19-oic acid is dissolved in 2 ml of trifluoroacetic acid at ambient temperature. Starting materials: C(C)C1=NSC(=C1C#N)C1=C(C=C(C=C1)C)F (3-ethyl-5-(2-fluoro-4-methylphenyl)-1,2-thiazole-4-carbonitrile), sulfuric acid(conc.), N(=O)[O-].[Na+] (NaNO2), O (water). Solvent: CC(OCC)=O (EA). Reaction conditions: temperature 120 celsius, time 1 hour. The product is C(C)C1=NSC(=C1C(=O)O)C1=C(C=C(C=C1)C)F (3-ethyl-5-(2-fluoro-4-methylphenyl)-1,2-thiazole-4-carboxylic acid). Reaction SMILES: [CH2:1]([C:3]1[C:7]([C:8]#N)=[C:6]([C:10]2[CH:15]=[CH:14][C:13]([CH3:16])=[CH:12][C:11]=2[F:17])[S:5][N:4]=1)[CH3:2].N([O-])=[O:19].[Na+].[OH2:22]>CC(=O)OCC>[CH2:1]([C:3]1[C:7]([C:8]([OH:19])=[O:22])=[C:6]([C:10]2[CH:15]=[CH:14][C:13]([CH3:16])=[CH:12][C:11]=2[F:17])[S:5][N:4]=1)[CH3:2] |f:1.2|. Procedure: Into a 25-mL round-bottom flask, was placed 3-ethyl-5-(2-fluoro-4-methylphenyl)-1,2-thiazole-4-carbonitrile (200 mg, 0.81 mmol, 1.00 equiv). This was followed by the addition of sulfuric acid(conc.) (10 mL). The mixtures were stirred for 1 h at 120° C. To this was added a solution of NaNO2(aq) (168 mg, 2.43 mmol, 3 equiv) in water (0.5 mL) at 0-5° C. The resulting solution was stirred for 30 min at 50° C. The resulting solution was diluted with 50 mL of EA. The organic phase was washed with 1×20... Reactants: C1(=CC=CC=C1)C=1N=C(OC1C1=CC=CC=C1)C1N(C(CC1)=O)CCCCCCCC(=O)OC (methyl 2- (4,5-diphenyl-2-oxazolyl)-5-oxo-l-pyrrolidineoctanoate), O[Li].O (LiOH.H2O), O (H2O). The solvent is CO (MeOH), C(Cl)(Cl)Cl (CHCl3), CO (MeOH). Conditions: time 45 minute. Product: C1(=CC=CC=C1)C=1N=C(OC1C1=CC=CC=C1)C1N(C(CC1)=O)CCCCCCCC(=O)O (2-(4,5-diphenyl-2-oxazolyl) -5-oxo-1-pyrrolidineoctanoic acid). The yield is 50.5%. As a reaction SMILES: [C:1]1([C:7]2[N:8]=[C:9]([CH:18]3[CH2:22][CH2:21][C:20](=[O:23])[N:19]3[CH2:24][CH2:25][CH2:26][CH2:27][CH2:28][CH2:29][CH2:30][C:31]([O:33]C)=[O:32])[O:10][C:11]=2[C:12]2[CH:17]=[CH:16][CH:15]=[CH:14][CH:13]=2)[CH:6]=[CH:5][CH:4]=[CH:3][CH:2]=1.O[Li].O.O>CO.C(Cl)(Cl)Cl>[C:1]1([C:7]2[N:8]=[C:9]([CH:18]3[CH2:22][CH2:21][C:20](=[O:23])[N:19]3[CH2:24][CH2:25][CH2:26][CH2:27][CH2:28][CH2:29][CH2:30][C:31]([OH:33])=[O:32])[O:10][C:11]=2[C:12]2[CH:17]=[CH:16][CH:15]=[CH:14][CH:13]=2)[CH:6]=[CH:5][CH:4]=[CH:3][CH:2]=1 |f:1.2|. Procedure details: A mixture of methyl 2- (4,5-diphenyl-2-oxazolyl)-5-oxo-l-pyrrolidineoctanoate (3.60 g, 7.8 mmol) , LiOH.H2O (986 mg, 24 mmol), MeOH (60 mL) and H2O (10 mL) was stirred at room temperature. After about 45 minutes, the mixture was concentrated, diluted with 1N HCl solution and extracted with CH2Cl2. The combined extracts were dried over Na2SO4 and concentrated to leave an oil. Chromatography on a column of silica gel using a mixture of MeOH and CHCl3 (1:1) as eluent furnished 2-(4,5-diphenyl-2-oxa... Starting materials: ClC1=NC=2CC(CC(C2C=C1)=O)(C)C (2-chloro-7,7-dimethyl-7,8-dihydro-6H-quinolin-5-one). Run in C(C(C)C)O (iso-butyl alcohol). Product: Cl.C(C(C)C)OC1=NC=2CC(CC(C2C=C1)=O)(C)C (2-Isobutoxy-7,7-dimethyl-7,8-dihydro-6H-quinolin-5-one hydrochloride). Yield: 35.0%. As a reaction SMILES: [Cl:1][C:2]1[CH:11]=[CH:10][C:9]2[C:8](=[O:12])[CH2:7][C:6]([CH3:14])([CH3:13])[CH2:5][C:4]=2[N:3]=1>C(O)C(C)C>[ClH:1].[CH2:8]([O:12][C:2]1[CH:11]=[CH:10][C:9]2[C:8](=[O:12])[CH2:7][C:6]([CH3:14])([CH3:13])[CH2:5][C:4]=2[N:3]=1)[CH:9]([CH3:10])[CH3:4] |f:2.3|. Procedure details: In analogy to the procedure described in Example 9, 2-chloro-7,7-dimethyl-7,8-dihydro-6H-quinolin-5-one was treated with iso-butyl alcohol to give the title compound in 35% yield.